This data is from the Open Reaction Database (ORD), a public repository of structured organic reaction records. The task is: describe an organic reaction: reactants, conditions, products, and yield Reported procedure: A mixture of 10 g. (0.07 moles) of 4-methyl-2-carboxythiazole and 50 ml. of thionyl chloride was refluxed for 22 hours and stirred for 72 hours at room temperature. The reaction mixture was concentrated under reduced pressure to a yellow oil which was flushed 2 times with methylene chloride. This acid chloride was slurried in 10 ml. of benzene. Not all went in solution and the insoluble material was removed by filtration. The benzene filtrate was added dropwise to a stirred, cooled and filtered ... RXN SMILES: [CH3:1][C:2]1[N:3]=[C:4]([C:7]([OH:9])=O)[S:5][CH:6]=1.[S:10](Cl)(Cl)=O.C(O)C.[CH:17]1([NH:23][CH:24]2[CH2:29][CH2:28][CH2:27][CH2:26][CH2:25]2)[CH2:22][CH2:21][CH2:20][CH2:19][CH2:18]1>CCOCC.C(OCC)(=O)C.O>[CH:24]1([NH:23][CH:17]2[CH2:18][CH2:19][CH2:20][CH2:21][CH2:22]2)[CH2:25][CH2:26][CH2:27][CH2:28][CH2:29]1.[CH3:1][C:2]1[N:3]=[C:4]([C:7](=[S:10])[OH:9])[S:5][CH:6]=1 |f:7.8|. Reaction conditions: time 72 hour. The solvent is C(C)(=O)OCC (ethyl acetate), O (water), CCOCC (ether). Yields the product C1(CCCCC1)NC1CCCCC1.CC=1N=C(SC1)C(O)=S (4-methylthiazole-2-thiocarboxylic acid dicyclohexylamine salt). Starting materials: C1(CCCCC1)NC1CCCCC1 (dicyclohexylamine), CC=1N=C(SC1)C(=O)O (4-methyl-2-carboxythiazole), C(C)O (ethanol), desired material, S(=O)(Cl)Cl (thionyl chloride), hydrated sodium, yellow solid. Starting materials: CCC(NC(=O)OC(C)(C)C)C(O)C#N, CO, C[O-], Cl, NO, [Na+]. The product is CCC(NC(=O)OC(C)(C)C)C(O)C(=N)NO. RXN SMILES: [C:1]([CH3:2])([CH3:3])([CH3:4])[O:5][C:6]([NH:7][CH:8]([CH:9]([OH:10])[C:11]#[N:12])[CH2:13][CH3:14])=[O:15].[CH3:19][OH:20].[CH3:21][O-:22].[ClH:16].[NH2:17][OH:18].[Na+:23]>>[C:1]([CH3:2])([CH3:3])([CH3:4])[O:5][C:6]([NH:7][CH:8]([CH:9]([OH:10])[C:11](=[NH:12])[NH:17][OH:18])[CH2:13][CH3:14])=[O:15]. As a reaction SMILES: [Br:17][CH:18]([C:19](=[O:20])[O:21][CH2:22][CH3:23])[CH3:24].[CH2:1]([Br:2])[CH3:3].[CH2:30]1[O:31][CH2:32][CH2:33][CH2:34]1.[Cl-:25].[Cl:5][c:6]1[cH:7][cH:8][c:9]([CH2:12][CH:13]=[C:14]([CH3:15])[CH3:16])[cH:10][cH:11]1.[Mg:4].[NH4+:26].[Ni:27]([Cl:28])[Cl:29]>>[c:6]1([CH:18]([C:19](=[O:20])[O:21][CH2:22][CH3:23])[CH3:24])[cH:7][cH:8][c:9]([CH2:12][CH:13]=[C:14]([CH3:15])[CH3:16])[cH:10][cH:11]1. The product is CCOC(=O)C(C)c1ccc(CC=C(C)C)cc1. Reactants: CCOC(=O)C(C)Br, CCBr, C1CCOC1, [Cl-], CC(C)=CCc1ccc(Cl)cc1, [Mg], [NH4+], Cl[Ni]Cl. The reactants are Cl (hydrochloric acid), CC1(OC(C(O1)CC(CC(=O)OC(C)(C)C)=O)=O)C (tert.-butyl 4-(2,2-dimethyl-5-oxo-1,3-dioxolan-4-yl)-3-oxobutanoate), C(C)B(CC)CC (triethylborane), [BH4-].[Na+] (sodium borohydride). Run in C1CCOC1 (THF), C1CCOC1 (THF), C1CCOC1 (THF). Conditions: temperature -78 celsius, time 50 minute. Product: CC1(OC(C(O1)CC(CC(=O)OC(C)(C)C)O)=O)C (tert.-butyl 4-(2,2-dimethyl-5-oxo-1,3-dioxolan-4-yl)-3-hydroxybutanoate). Yield: 55.4%. RXN SMILES: [CH3:1][C:2]1([CH3:19])[O:6][CH:5]([CH2:7][C:8](=[O:17])[CH2:9][C:10]([O:12][C:13]([CH3:16])([CH3:15])[CH3:14])=[O:11])[C:4](=[O:18])[O:3]1.C(B(CC)CC)C.[BH4-].[Na+].Cl>C1COCC1>[CH3:1][C:2]1([CH3:19])[O:6][CH:5]([CH2:7][CH:8]([OH:17])[CH2:9][C:10]([O:12][C:13]([CH3:15])([CH3:14])[CH3:16])=[O:11])[C:4](=[O:18])[O:3]1 |f:2.3|. Procedure: To a solution of tert.-butyl 4-(2,2-dimethyl-5-oxo-1,3-dioxolan-4-yl)-3-oxobutanoate (10.88 g, 40.0 mmol) in THF (20 ml), a mixture of THF (96.0 ml) and triethylborane 1M in THF) (56.0 ml) was was added at -78° C. over 45 minutes, followed by stirring at -78° C. for 50 minutes. Thereafter, to the resulting mixture, sodium borohydride (1.51 g, 40.0 mmol) was added in one portion and stirred at -78° C. for 4 hours. After adding 1N hydrochloric acid at 0° C., the mixture was extracted with ethyl ac... Run at time 8 hour. Reported procedure: To the solution of 1-{(+) 4-[(6,7-dichloro-2-cyclopentyl-2,3-dihydro-2-methyl-1-oxo-1H-inden-5-yl)oxy]butanoyl}imidazole (0.002 mole) prepared in Step A at 0° C. is added with stirring 2-hydroxyisobutyric acid (0.21 g., 0.002 mole) and a catalytic amount of sodium hydride (10 mg). After stirring overnight at the ambient temperature, the colorless reaction mixture is concentrated in vacuo at 50° C. The resultant yellow liquid is chromatographed using a silica-gel (60 gm) column and eluted with a ... Reactants: ClC1=C(C=C2CC(C(C2=C1Cl)=O)(C)C1CCCC1)OCCCC(=O)N1C=NC=C1 (1-{(+)-4-[(6,7-dichloro-2-cyclopentyl-2,3-dihydro-2-methyl-1-oxo-1H-inden-5-yl)oxy]butanoyl}imidazole), OC(C(=O)O)(C)C (2-hydroxyisobutyric acid), [H-].[Na+] (sodium hydride). As a reaction SMILES: [Cl:1][C:2]1[C:10]([Cl:11])=[C:9]2[C:5]([CH2:6][C:7]([CH:14]3[CH2:18][CH2:17][CH2:16][CH2:15]3)([CH3:13])[C:8]2=[O:12])=[CH:4][C:3]=1[O:19][CH2:20][CH2:21][CH2:22][C:23](N1C=CN=C1)=[O:24].[OH:30][C:31]([CH3:36])([CH3:35])[C:32]([OH:34])=[O:33].[H-].[Na+]>>[Cl:1][C:2]1[C:10]([Cl:11])=[C:9]2[C:5]([CH2:6][C:7]([CH:14]3[CH2:18][CH2:17][CH2:16][CH2:15]3)([CH3:13])[C:8]2=[O:12])=[CH:4][C:3]=1[O:19][CH2:20][CH2:21][CH2:22][C:23]([O:30][C:31]([C:32]([OH:34])=[O:33])([CH3:36])[CH3:35])=[O:24] |f:2.3|. Yields the product ClC1=C(C=C2CC(C(C2=C1Cl)=O)(C)C1CCCC1)OCCCC(=O)OC(C)(C)C(=O)O (1-carboxy-1-methylethyl (+) 4-[(6,7-dichloro-2-cyclopentyl-2,3-dihydro-2-methyl-1-oxo-1H-inden-5-yl)oxy]butanoate). Reactants: BrCCN1CCCCC1, Br, O=C([O-])[O-], CN(C)C=O, ClC(Cl)Cl, [K+], [K+], Nc1n[nH]c2ccccc12, O. Product: c1ccc2c(NCCN3CCCCC3)n[nH]c2c1. RXN SMILES: [Br:12][CH2:13][CH2:14][N:15]1[CH2:16][CH2:17][CH2:18][CH2:19][CH2:20]1.[BrH:11].[C:21](=[O:22])([O-:23])[O-:24].[CH3:27][N:28]([CH3:29])[CH:30]=[O:31].[CH:33]([Cl:34])([Cl:35])[Cl:36].[K+:25].[K+:26].[NH2:1][c:2]1[n:3][nH:4][c:5]2[cH:6][cH:7][cH:8][cH:9][c:10]12.[OH2:32]>>[NH:1]([c:2]1[n:3][nH:4][c:5]2[cH:6][cH:7][cH:8][cH:9][c:10]12)[CH2:13][CH2:14][N:15]1[CH2:16][CH2:17][CH2:18][CH2:19][CH2:20]1. The reactants are C(=O)(O)[O-].[Na+] (NaHCO3), COC1=C(C=CC=C1)C=1NC(C2=C(N1)SC=C2C)=O (2-(2-methoxyphenyl)-5-methylthieno[2,3-d]pyrimidin-4(3H)-one), O=P(Cl)(Cl)Cl (POCl3), CN(C1=CC=CC=C1)C (N,N-dimethylaniline). The solvent is C1=CC=CC=C1 (benzene). Yields the product ClC=1C2=C(N=C(N1)C1=C(C=CC=C1)OC)SC=C2C (4-chloro-2-(2-methoxyphenyl)-5-methylthieno[2,3-d]pyrimidine). The yield is 91.7%. As a reaction SMILES: [CH3:1][O:2][C:3]1[CH:8]=[CH:7][CH:6]=[CH:5][C:4]=1[C:9]1[NH:10][C:11](=O)[C:12]2[C:17]([CH3:18])=[CH:16][S:15][C:13]=2[N:14]=1.O=P(Cl)(Cl)[Cl:22].CN(C)C1C=CC=CC=1.C([O-])(O)=O.[Na+]>C1C=CC=CC=1>[Cl:22][C:11]1[C:12]2[C:17]([CH3:18])=[CH:16][S:15][C:13]=2[N:14]=[C:9]([C:4]2[CH:5]=[CH:6][CH:7]=[CH:8][C:3]=2[O:2][CH3:1])[N:10]=1 |f:3.4|. Procedure details: A solution of 2-(2-methoxyphenyl)-5-methylthieno[2,3-d]pyrimidin-4(3H)-one (0.4 g, 1.5 mmol), POCl3 (0.14 mL, 1.5 mmol), and N,N-dimethylaniline (0.29 mL, 2.25 mmol) in benzene (1.7 mL) was heated at 80° C. for 2 h. The reaction was cooled, and saturated aqueous NaHCO3 was slowly added. The organic layer was separated, washed with water, dried over Na2SO4, and concentrated under vacuum to give 4-chloro-2-(2-methoxyphenyl)-5-methylthieno[2,3-d]pyrimidine (0.4 g, 91% yield). LC/MS: m/z 291.1 (M+H)...